This data is from the Open Reaction Database (ORD), a public repository of structured organic reaction records. The task is: describe an organic reaction: reactants, conditions, products, and yield Reactants: Brc1ccc2[nH]ncc2c1, O=C([O-])[O-], [K+], [K+], CC1(C)OB(c2cc(C(N)=O)c3[nH]cc(C4CCS(=O)(=O)CC4)c3c2)OC1(C)C, C1COCCO1, O. The product is NC(=O)c1cc(-c2ccc3[nH]ncc3c2)cc2c(C3CCS(=O)(=O)CC3)c[nH]c12. As a reaction SMILES: [Br:30][c:31]1[cH:32][c:33]2[cH:34][n:35][nH:36][c:37]2[cH:38][cH:39]1.[C:40](=[O:41])([O-:42])[O-:43].[K+:44].[K+:45].[O:1]=[S:2]1(=[O:29])[CH2:3][CH2:4][CH:5]([c:8]2[cH:9][nH:10][c:11]3[c:12]([C:26](=[O:27])[NH2:28])[cH:13][c:14]([B:17]4[O:18][C:19]([CH3:20])([CH3:21])[C:22]([CH3:23])([CH3:24])[O:25]4)[cH:15][c:16]23)[CH2:6][CH2:7]1.[O:47]1[CH2:48][CH2:49][O:50][CH2:51][CH2:52]1.[OH2:46]>>[O:1]=[S:2]1(=[O:29])[CH2:3][CH2:4][CH:5]([c:8]2[cH:9][nH:10][c:11]3[c:12]([C:26](=[O:27])[NH2:28])[cH:13][c:14](-[c:31]4[cH:32][c:33]5[cH:34][n:35][nH:36][c:37]5[cH:38][cH:39]4)[cH:15][c:16]23)[CH2:6][CH2:7]1. Starting materials: Cl (HCl), BrCCC1=CC2=C(NC(O2)=O)C=C1 (6-(2-bromoethyl)benzoxazolone), N1(CCNCC1)C1=NC=NC2=CC=CC=C12 (4-piperazinylquinazoline), C([O-])([O-])=O.[Na+].[Na+] (sodium carbonate). The reagents and catalysts are [I-].[Na+] (sodium iodide). The solvent is C(C)O (ethanol), O (water). The product is Cl.N1=CN=C(C2=CC=CC=C12)N1CCN(CC1)CCC1=CC2=C(NC(O2)=O)C=C1 (6-(2-(4-(4-Quinazolinyl)piperazinyl)ethyl)-benzoxazolone hydrochloride). RXN SMILES: Br[CH2:2][CH2:3][C:4]1[CH:13]=[CH:12][C:7]2[NH:8][C:9](=[O:11])[O:10][C:6]=2[CH:5]=1.[N:14]1([C:20]2[C:29]3[C:24](=[CH:25][CH:26]=[CH:27][CH:28]=3)[N:23]=[CH:22][N:21]=2)[CH2:19][CH2:18][NH:17][CH2:16][CH2:15]1.C(=O)([O-])[O-].[Na+].[Na+].[ClH:36]>O.[I-].[Na+].C(O)C>[ClH:36].[N:23]1[C:24]2[C:29](=[CH:28][CH:27]=[CH:26][CH:25]=2)[C:20]([N:14]2[CH2:15][CH2:16][N:17]([CH2:2][CH2:3][C:4]3[CH:13]=[CH:12][C:7]4[NH:8][C:9](=[O:11])[O:10][C:6]=4[CH:5]=3)[CH2:18][CH2:19]2)=[N:21][CH:22]=1 |f:2.3.4,7.8,10.11|. Procedure: To a 35 ml round-bottomed flask equipped with condenser and nitrogen inlet were added 1.22 grams (5.05 mmol) of 6-(2-bromoethyl)benzoxazolone, 1.08 grams (1.5 mmol) of 4-piperazinylquinazoline, 0.85 grams (8.0 mmol) of sodium carbonate, 2 mg of sodium iodide, and 35 ml of ethanol. The reaction was refluxed for 3 days, cooled, diluted with water, and the pH adjusted to 4 with 1N HCl. The aqueous layer was separated, the pH adjusted to 7 with 1N Sodium hydroxide, and the product extracted into eth... The reactants are CC(=O)[O-], CC(=O)[O-], [Cu+2], [K+], [K+], CC(C)n1nccc1N, O=C([O-])[O-], CN(C)C=O, O, O=C(O)c1ccccc1I. Product: CC(C)n1nccc1Nc1ccccc1C(=O)O. RXN SMILES: [C:32]([O-:33])(=[O:34])[CH3:35].[C:37]([O-:38])(=[O:39])[CH3:40].[Cu+2:36].[K+:11].[K+:12].[NH2:17][c:18]1[cH:19][cH:20][n:21][n:22]1[CH:23]([CH3:24])[CH3:25].[O-:13][C:14]([O-:15])=[O:16].[O:26]=[CH:27][N:28]([CH3:29])[CH3:30].[OH2:31].[OH:1][C:2](=[O:3])[c:4]1[cH:5][cH:6][cH:7][cH:8][c:9]1[I:10]>>[OH:1][C:2](=[O:3])[c:4]1[cH:5][cH:6][cH:7][cH:8][c:9]1[NH:17][c:18]1[cH:19][cH:20][n:21][n:22]1[CH:23]([CH3:24])[CH3:25]. Starting materials: CCOC(=O)c1c(-c2ccc(OCc3ccccc3)cc2)c(C#N)c(CC)n1C, C1CCOC1, CCO, CCOC(C)=O. The product is CCOC(=O)c1c(-c2ccc(O)cc2)c(C#N)c(CC)n1C. Reaction SMILES: [CH2:1]([CH3:2])[O:3][C:4](=[O:5])[c:6]1[n:7]([CH3:29])[c:8]([CH2:27][CH3:28])[c:9]([C:25]#[N:26])[c:10]1-[c:11]1[cH:12][cH:13][c:14]([O:17][CH2:18][c:19]2[cH:20][cH:21][cH:22][cH:23][cH:24]2)[cH:15][cH:16]1.[CH2:33]1[O:34][CH2:35][CH2:36][CH2:37]1.[CH3:30][CH2:31][OH:32].[CH3:38][CH2:39][O:40][C:41]([CH3:42])=[O:43]>>[CH2:1]([CH3:2])[O:3][C:4](=[O:5])[c:6]1[n:7]([CH3:29])[c:8]([CH2:27][CH3:28])[c:9]([C:25]#[N:26])[c:10]1-[c:11]1[cH:12][cH:13][c:14]([OH:17])[cH:15][cH:16]1.